describe an organic reaction: reactants, conditions, products, and yield From a dataset of the Open Reaction Database (ORD), a public repository of structured organic reaction records. Starting materials: CC(=O)O, CNC1=Nc2ccc(Cl)cc2N(c2ccccc2)C(=O)C1, O=N[O-], [Na+], O. The product is O=NCNC1=Nc2ccc(Cl)cc2N(c2ccccc2)C(=O)C1. RXN SMILES: [CH3:22][C:23](=[O:24])[OH:25].[Cl:1][c:2]1[cH:3][c:4]2[c:5]([cH:20][cH:21]1)[N:6]=[C:7]([NH:18][CH3:19])[CH2:8][C:9](=[O:17])[N:10]2[c:11]1[cH:12][cH:13][cH:14][cH:15][cH:16]1.[N:26](=[O:27])[O-:28].[Na+:29].[OH2:30]>>[Cl:1][c:2]1[cH:3][c:4]2[c:5]([cH:20][cH:21]1)[N:6]=[C:7]([NH:18][CH2:19][N:26]=[O:27])[CH2:8][C:9](=[O:17])[N:10]2[c:11]1[cH:12][cH:13][cH:14][cH:15][cH:16]1. Reactants: CC1=CC=C(C=C1)C(C)=O (p-methylacetophenone), [PH2](=O)O (hypophosphorous acid), ice water. Product: OC(C)(C1=CC=C(C=C1)C)P(O)O (1-hydroxy-1-p-tolylethylphosphonous acid). Reaction SMILES: [CH3:1][C:2]1[CH:7]=[CH:6][C:5]([C:8](=[O:10])[CH3:9])=[CH:4][CH:3]=1.[PH2:11]([OH:13])=[O:12]>>[OH:10][C:8]([P:11]([OH:13])[OH:12])([C:5]1[CH:6]=[CH:7][C:2]([CH3:1])=[CH:3][CH:4]=1)[CH3:9]. Reported procedure: A mixture of p-methylacetophenone (2.68 g. 0.02M) and hypophosphorous acid (90%, 1.45 g. 0.02M) is heated on a steam bath for 12 hours. The reaction mixture is poured into ice-water and the organic material is extracted with ethyl acetate. Evaporation and co-evaporation with toluene gives a white solid which is crystallised from chloroform/hexane. There is obtained 1-hydroxy-1-p-tolylethylphosphonous acid, m.p. 115° C. Reactants: CN1C(=O)C(=O)c2cc(S(=O)(=O)N3CCCC3COc3ccccc3)ccc21, Fc1ccccc1CBr, O=C1Nc2ccc(S(=O)(=O)N3CCC3COc3ccccc3)cc2C1=O. The product is O=C1C(=O)N(Cc2ccccc2F)c2ccc(S(=O)(=O)N3CCC3COc3ccccc3)cc21. RXN SMILES: [CH3:1][N:2]1[c:3]2[c:4]([cH:5][c:6]([S:7]([N:8]3[CH2:9][CH2:10][CH2:11][CH:12]3[CH2:13][O:14][c:15]3[cH:16][cH:17][cH:18][cH:19][cH:20]3)(=[O:21])=[O:22])[cH:23][cH:24]2)[C:25](=[O:26])[C:27]1=[O:28].[F:55][c:56]1[c:57]([CH2:58][Br:59])[cH:60][cH:61][cH:62][cH:63]1.[O:29]([c:30]1[cH:31][cH:32][cH:33][cH:34][cH:35]1)[CH2:36][CH:37]1[N:38]([S:41](=[O:42])(=[O:43])[c:44]2[cH:45][c:46]3[c:50]([cH:51][cH:52]2)[NH:49][C:48](=[O:53])[C:47]3=[O:54])[CH2:39][CH2:40]1>>[O:29]([c:30]1[cH:31][cH:32][cH:33][cH:34][cH:35]1)[CH2:36][CH:37]1[N:38]([S:41](=[O:42])(=[O:43])[c:44]2[cH:45][c:46]3[c:50]([cH:51][cH:52]2)[N:49]([CH2:58][c:57]2[c:56]([F:55])[cH:63][cH:62][cH:61][cH:60]2)[C:48](=[O:53])[C:47]3=[O:54])[CH2:39][CH2:40]1. The reactants are NC=1C=C(C=NC1)C(=O)C1=CN(C=2N=CN=CC21)C ((5-amino-pyridin-3-yl)-(7-methyl-7H-pyrrolo[2,3-d]pyrimidin-5-yl)-methanone), C1(=CC=CC=C1)C1(CC1)C(=O)O (1-phenylcyclopropanecarboxylic acid). The product is CN1C=C(C2=C1N=CN=C2)C(=O)C=2C=C(C=NC2)NC(=O)C2(CC2)C2=CC=CC=C2 (N-{5-[(7-methyl-7H-pyrrolo[2,3-d]pyrimidin-5-yl)carbonyl]pyridin-3-yl}-1-phenylcyclopropanecarboxamide). Reaction SMILES: [NH2:1][C:2]1[CH:3]=[C:4]([C:8]([C:10]2[C:18]3[CH:17]=[N:16][CH:15]=[N:14][C:13]=3[N:12]([CH3:19])[CH:11]=2)=[O:9])[CH:5]=[N:6][CH:7]=1.[C:20]1([C:26]2([C:29](O)=[O:30])[CH2:28][CH2:27]2)[CH:25]=[CH:24][CH:23]=[CH:22][CH:21]=1>>[CH3:19][N:12]1[C:13]2[N:14]=[CH:15][N:16]=[CH:17][C:18]=2[C:10]([C:8]([C:4]2[CH:3]=[C:2]([NH:1][C:29]([C:26]3([C:20]4[CH:25]=[CH:24][CH:23]=[CH:22][CH:21]=4)[CH2:28][CH2:27]3)=[O:30])[CH:7]=[N:6][CH:5]=2)=[O:9])=[CH:11]1. Reported procedure: The title compound was prepared according to the method described for Library protocol 1 starting from (5-amino-pyridin-3-yl)-(7-methyl-7H-pyrrolo[2,3-d]pyrimidin-5-yl)-methanone (Preparation 110) and 1-phenylcyclopropanecarboxylic acid to afford the title compound. LCMS: Rt=2.61 min; m/z 398 [M+H]+. Reactants: CCN(C(C)C)C(C)C (DIPEA), FC(C(=O)O)(F)F (trifluoroacetic acid), C(C(=O)Cl)(=O)Cl (Oxalyl chloride), C(C)(C)(C)OC(=O)N(CCOC=1C=C(C(=O)O)C=C(C1)Cl)C1=CC=NC=C1 (3-[2-(tert-butoxycarbonyl-pyridin-4-yl-amino)-ethoxy]-5-chloro-benzoic acid), CN(C)C=O (DMF). Reagents/catalysts: CN(C)C=1C=CN=CC1 (DMAP). Run in ClCCl (dichloromethane), ClCCl (dichloromethane). Reaction conditions: time 2 hour. The product is FC(C(=O)O)(F)F.C(N)(=O)CCN(C(C1=CC(=CC(=C1)OCCNC1=CC=NC=C1)Cl)=O)C1=CC=CC=C1 (N-(2-Carbamoyl-ethyl)-3-chloro-N-phenyl-5-[2-(pyridin-4-ylamino)-ethoxy]-benzamide trifluoroacetate). As a reaction SMILES: [C:1](Cl)(=O)[C:2](Cl)=O.C(OC([N:14]([C:28]1[CH:33]=[CH:32][N:31]=[CH:30][CH:29]=1)[CH2:15][CH2:16][O:17][C:18]1[CH:19]=[C:20]([CH:24]=[C:25]([Cl:27])[CH:26]=1)[C:21]([OH:23])=O)=O)(C)(C)C.CC[N:36]([CH:40]([CH3:42])C)[CH:37]([CH3:39])[CH3:38].[F:43][C:44]([F:49])([F:48])[C:45]([OH:47])=[O:46].C[N:51]([CH:53]=[O:54])C>ClCCl.CN(C1C=CN=CC=1)C>[F:43][C:44]([F:49])([F:48])[C:45]([OH:47])=[O:46].[C:53]([CH2:42][CH2:40][N:36]([C:37]1[CH:38]=[CH:2][CH:1]=[CH:44][CH:39]=1)[C:21](=[O:23])[C:20]1[CH:19]=[C:18]([O:17][CH2:16][CH2:15][NH:14][C:28]2[CH:29]=[CH:30][N:31]=[CH:32][CH:33]=2)[CH:26]=[C:25]([Cl:27])[CH:24]=1)(=[O:54])[NH2:51] |f:7.8|. Procedure: 2M Oxalyl chloride solution in dichloromethane (0.090 ml) and DMF (0.001 ml) were added to a suspension of 3-[2-(tert-butoxycarbonyl-pyridin-4-yl-amino)-ethoxy]-5-chloro-benzoic acid (0.059 g) in anhydrous dichloromethane (1 ml). The reaction was stirred at room temperature for 2 h then 3-phenylamino-propionitrile8 (0.027 g), DMAP (0.002 g) and DIPEA (0.078 ml) were added. The reaction mixture was stirred at room temperature for 2 h then trifluoroacetic acid (2 ml) was added and the reaction mix... Reactants: [OH-].[Na+] (NaOH), C(C1=CC=CC=C1)OC=1C=2N(C=CC1)C=CN2 (8-(benzyloxy)imidazo[1,2-a]pyridine), BrBr.O (Br2 H2O), solution. Run in CCO (EtOH). Conditions: time 30 minute. The product is C(C1=CC=CC=C1)OC=1C=2N(C=CC1)C(=CN2)Br (8-(Benzyloxy)-3-bromoimidazo[1,2-a]pyridine). Reaction SMILES: [CH2:1]([O:8][C:9]1[C:10]2[N:11]([CH:15]=[CH:16][N:17]=2)[CH:12]=[CH:13][CH:14]=1)[C:2]1[CH:7]=[CH:6][CH:5]=[CH:4][CH:3]=1.[Br:18]Br.O.[OH-].[Na+]>CCO>[CH2:1]([O:8][C:9]1[C:10]2[N:11]([C:15]([Br:18])=[CH:16][N:17]=2)[CH:12]=[CH:13][CH:14]=1)[C:2]1[CH:3]=[CH:4][CH:5]=[CH:6][CH:7]=1 |f:1.2,3.4|. Procedure details: To a solution of crude 8-(benzyloxy)imidazo[1,2-a]pyridine (8.73 g, 38.9 mmol) in 100 mL of EtOH was added, dropwise, 4.8 mL (46.7 mmol) of a solution of 1:1 Br2/H2O at ambient temperature under an atmosphere of N2. The resulting dark orange suspension was stirred at ambient temperature for 30 min, added 60 mL 1N NaOH, and the reaction mixture extracted with DCM. The combined organic layers were dried over Na2SO4 and concentrated. The crude product was purified by silica gel flash chromatography... Starting materials: C(C)N1C(=CC2=CC=CC=C12)C (1-ethyl-2-methylindole), C(C)(=O)Cl (acetyl chloride). Run in O (water). Reaction conditions: time 20 hour. The product is C(C)N1C(=C(C2=CC=CC=C12)C(=C)C1=C(N(C2=CC=CC=C12)CC)C)C (1,1-bis(1-ethyl-2-methylindole-3-yl)ethylene). As a reaction SMILES: [CH2:1]([N:3]1[C:11]2[C:6](=[CH:7][CH:8]=[CH:9][CH:10]=2)[CH:5]=[C:4]1[CH3:12])[CH3:2].[C:13](Cl)(=O)[CH3:14]>O>[CH2:1]([N:3]1[C:11]2[C:6](=[CH:7][CH:8]=[CH:9][CH:10]=2)[C:5]([C:4]([C:5]2[C:6]3[C:11](=[CH:10][CH:9]=[CH:8][CH:7]=3)[N:3]([CH2:1][CH3:2])[C:13]=2[CH3:14])=[CH2:12])=[C:4]1[CH3:12])[CH3:2]. Procedure: A mixture of 1-ethyl-2-methylindole (15.9 g, 0.1 mole) and acetyl chloride (9.4 g, 0.12 mole) was stirred at room temperature for 20 hours. Then, water (100 ml) was added to the reaction mixture and the resulting grains were filtered and dried. The dried product was recrystallized from toluene/methanol. Yield: 13.0 g (77.0%). M.P.: 183°-185° C. IR (KBr) spectrum was identical to that of the product in Example 1. Yields the product NC=1C=C2CC3(C(NC4=NC=CC=C43)=O)CC2=CC1 ((−)-5-Amino-1,3-dihydrospiro[indene-2,3′-pyrrolo[2,3-b]pyridin]-2′(1′H)-one). Reaction SMILES: [NH2:1][C:2]1[CH:3]=[C:4]2[C:25](=[CH:26][CH:27]=1)[CH2:24][C:6]1([C:14]3[C:9](=[N:10][CH:11]=[CH:12][CH:13]=3)[N:8](COCC[Si](C)(C)C)[C:7]1=[O:23])[CH2:5]2.Cl.C(N)CN.[OH-].[Na+]>CO.O>[NH2:1][C:2]1[CH:3]=[C:4]2[C:25](=[CH:26][CH:27]=1)[CH2:24][C:6]1([C:14]3[C:9](=[N:10][CH:11]=[CH:12][CH:13]=3)[NH:8][C:7]1=[O:23])[CH2:5]2 |f:3.4|. Starting materials: C(CN)N (ethylenediamine), [OH-].[Na+] (sodium hydroxide), NC=1C=C2CC3(C(N(C4=NC=CC=C43)COCC[Si](C)(C)C)=O)CC2=CC1 ((−)-5-Amino-1′-{[2-(trimethylsilyl)ethoxy]methyl}-1,3-dihydrospiro[indene-2,3′-pyrrolo[2,3-b]pyridin]-2′(1′H)-one), Cl (HCl), Cl (HCl). Reaction conditions: time 30 minute. Reported procedure: A solution of (−)-5-amino-1′-{[2-(trimethylsilyl)ethoxy]methyl}-1,3-dihydrospiro[indene-2,3′-pyrrolo[2,3-b]pyridin]-2′(1′H)-one from Step B (13.7 g, 35.9 mmol) in methanol (300 mL) was saturated with HCl (g). The mixture was resaturated with HCl (g) every 30 min until the starting material was consumed, and then concentrated in vacuo. The residue was dissolved in MeOH (150 mL) and treated with ethylenediamine (2.4 mL, 35.9 mmol) and 10 N sodium hydroxide (7.2 mL, 72 mmol) to adjust the mixture t... Run in O (H2O), CO (methanol).